From a dataset of the Open Reaction Database (ORD), a public repository of structured organic reaction records. describe an organic reaction: reactants, conditions, products, and yield The reactants are O=C([O-])[O-], SCc1ccccc1, CCOC(C)=O, CS(C)=O, COC(=O)c1ccc(F)cc1Cl, [Cs+], [Cs+]. The product is COC(=O)c1ccc(SCc2ccccc2)cc1Cl. As a reaction SMILES: [C:13](=[O:14])([O-:15])[O-:16].[CH2:19]([c:20]1[cH:21][cH:22][cH:23][cH:24][cH:25]1)[SH:26].[CH3:27][CH2:28][O:29][C:30](=[O:31])[CH3:32].[CH3:33][S:34](=[O:35])[CH3:36].[Cl:1][c:2]1[c:3]([C:4](=[O:5])[O:6][CH3:7])[cH:8][cH:9][c:10]([F:12])[cH:11]1.[Cs+:17].[Cs+:18]>>[Cl:1][c:2]1[c:3]([C:4](=[O:5])[O:6][CH3:7])[cH:8][cH:9][c:10]([S:26][CH2:19][c:20]2[cH:21][cH:22][cH:23][cH:24][cH:25]2)[cH:11]1. Reported procedure: Prepared in a manner similar to that described for E60 using tert-butyl 7-((3-cyano-4-(3-(trifluoromethyl)phenoxy)benzyl)oxy)-5-oxo-2,3-dihydroimidazo[1,2-c]pyrimidine-1(5H)-carboxylate (30 mg, 0.057 mmol) in TFA (5 mL). Run in C(=O)(C(F)(F)F)O (TFA). As a reaction SMILES: [C:1]([C:3]1[CH:4]=[C:5]([CH:25]=[CH:26][C:27]=1[O:28][C:29]1[CH:34]=[CH:33][CH:32]=[C:31]([C:35]([F:38])([F:37])[F:36])[CH:30]=1)[CH2:6][O:7][C:8]1[CH:9]=[C:10]2[N:17](C(OC(C)(C)C)=O)[CH2:16][CH2:15][N:11]2[C:12](=[O:14])[N:13]=1)#[N:2]>C(O)(C(F)(F)F)=O>[O:14]=[C:12]1[N:11]2[CH2:15][CH2:16][NH:17][C:10]2=[CH:9][C:8]([O:7][CH2:6][C:5]2[CH:25]=[CH:26][C:27]([O:28][C:29]3[CH:34]=[CH:33][CH:32]=[C:31]([C:35]([F:37])([F:38])[F:36])[CH:30]=3)=[C:3]([CH:4]=2)[C:1]#[N:2])=[N:13]1. The product is O=C1N=C(C=C2N1CCN2)OCC=2C=CC(=C(C#N)C2)OC2=CC(=CC=C2)C(F)(F)F (5-(((5-oxo-1,2,3,5-tetrahydroimidazo[1,2-c]pyrimidin-7-yl)oxy)methyl)-2-(3-(trifluoromethyl)phenoxy)benzonitrile). Starting materials: C(#N)C=1C=C(COC=2C=C3N(C(N2)=O)CCN3C(=O)OC(C)(C)C)C=CC1OC1=CC(=CC=C1)C(F)(F)F (tert-butyl 7-((3-cyano-4-(3-(trifluoromethyl)phenoxy)benzyl)oxy)-5-oxo-2,3-dihydroimidazo[1,2-c]pyrimidine-1(5H)-carboxylate).